Dataset: the Open Reaction Database (ORD), a public repository of structured organic reaction records. Task: describe an organic reaction: reactants, conditions, products, and yield The reactants are CCO, CCOC(=O)c1cc([N+](=O)[O-])ccc1F. Product: CCOC(=O)c1cc(N)ccc1F. RXN SMILES: [CH3:16][CH2:17][OH:18].[F:1][c:2]1[c:3]([C:4](=[O:5])[O:6][CH2:7][CH3:8])[cH:9][c:10]([N+:13]([O-:14])=[O:15])[cH:11][cH:12]1>>[F:1][c:2]1[c:3]([C:4](=[O:5])[O:6][CH2:7][CH3:8])[cH:9][c:10]([NH2:13])[cH:11][cH:12]1. Starting materials: C(C)(C)NC(=O)C1=C(C(=NO1)C)C(=O)OC (Methyl 5-isopropylaminocarbonyl-3-methylisoxazole-4-carboxylate), [OH-].[K+] (potassium hydroxide), Cl (hydrochloric acid). The solvent is O (water), C(C)O (ethanol), O (water). The product is C(C)(C)NC(=O)C1=C(C(=NO1)C)C(=O)O (5-isopropylaminocarbonyl-3-methylisoxazole-4-carboxylic acid). The yield is 73.8%. RXN SMILES: [CH:1]([NH:4][C:5]([C:7]1[O:11][N:10]=[C:9]([CH3:12])[C:8]=1[C:13]([O:15]C)=[O:14])=[O:6])([CH3:3])[CH3:2].[OH-].[K+].Cl>O.C(O)C>[CH:1]([NH:4][C:5]([C:7]1[O:11][N:10]=[C:9]([CH3:12])[C:8]=1[C:13]([OH:15])=[O:14])=[O:6])([CH3:3])[CH3:2] |f:1.2|. Procedure: 2.6 g of the ester from Example 1 and 0.8 g of potassium hydroxide in 20 ml of water and 20 ml of ethanol are stirred for 16 hours at room temperature. Thereafter, the mixture is diluted with water, acidified with concentrated hydrochloric acid and extracted by shaking with dichloromethane. Evaporating down gives 1.8 g of 5-isopropylaminocarbonyl-3-methylisoxazole-4-carboxylic acid as colorless crystals of melting point 86°-92° C. (compound No. 1004). Starting materials: C(C)(C)(C)OC(=O)CC1=NOC(=N1)C=1C=NC=CC1C(F)(F)F (3-(tert-butoxycarbonylmethyl)-5-(4-trifluoromethyl-3-pyridyl)-1,2,4-oxadiazole), FC(C(=O)O)(F)F (trifluoroacetic acid). Run in ClCCl (dichloromethane). Conditions: time 1.5 hour. Product: OC(=O)CC1=NOC(=N1)C=1C=NC=CC1C(F)(F)F (3-(Hydroxycarbonylmethyl)-5-(4-trifluoromethyl-3-pyridyl)-1,2,4-oxadiazole). Isolated yield 78.7%. Reaction SMILES: C([O:5][C:6]([CH2:8][C:9]1[N:13]=[C:12]([C:14]2[CH:15]=[N:16][CH:17]=[CH:18][C:19]=2[C:20]([F:23])([F:22])[F:21])[O:11][N:10]=1)=[O:7])(C)(C)C.FC(F)(F)C(O)=O>ClCCl>[OH:7][C:6]([CH2:8][C:9]1[N:13]=[C:12]([C:14]2[CH:15]=[N:16][CH:17]=[CH:18][C:19]=2[C:20]([F:22])([F:23])[F:21])[O:11][N:10]=1)=[O:5]. Reported procedure: 12.4 g of 3-(tert-butoxycarbonylmethyl)-5-(4-trifluoromethyl-3-pyridyl)-1,2,4-oxadiazole are dissolved in 110 ml of dichloromethane and admixed with 57 ml of trifluoroacetic acid. The reaction mixture is stirred at room temperature for 1.5 hours and subsequently concentrated under reduced pressure. The residue is repeatedly taken up in dichloromethane and reconcentrated to remove any remaining trifluoroacetic acid. The mixture is finally triturated with diethyl ether, giving 8.1 g of the product... The reactants are C1(=CC=CC=C1)C (toluene), ClC1=C(C(=C(C=2CC(OC21)(C)C)C)C)C2CC(=CC(C2)=O)O (5-(7-chloro-2,3-dihydro-2,2,4,5-tetramethyl-benzofuran-6-yl)-3-hydroxycyclohex-2-en-1-one), C(CC)(=O)O (propionic acid), C1(=CC=CC=C1)C (toluene). Reagents/catalysts: CN(C1=CC=NC=C1)C (4-dimethylaminopyridine). The product is ClC1=C(C(=C(C=2C(C(OC21)C)C)C)C)C2CC(=C(C(C2)=O)C(CC)=O)O (5-(7-chloro-2,3-dihydro-2,3,4,5-tetramethylbenzofuran-6-yl)-2-propionyl-3-hydroxycy-clohex-2-en-1-one). RXN SMILES: [Cl:1][C:2]1[C:10]2[O:9][C:8]([CH3:12])(C)[CH2:7][C:6]=2[C:5]([CH3:13])=[C:4]([CH3:14])[C:3]=1[CH:15]1[CH2:20][C:19](=[O:21])[CH:18]=[C:17]([OH:22])[CH2:16]1.[C:23]([OH:27])(=O)[CH2:24][CH3:25].[C:28]1(C)C=CC=CC=1>CN(C)C1C=CN=CC=1>[Cl:1][C:2]1[C:10]2[O:9][CH:8]([CH3:12])[CH:7]([CH3:28])[C:6]=2[C:5]([CH3:13])=[C:4]([CH3:14])[C:3]=1[CH:15]1[CH2:20][C:19](=[O:21])[C:18]([C:23](=[O:27])[CH2:24][CH3:25])=[C:17]([OH:22])[CH2:16]1. Procedure: To a solution of 5.9 g of the 5-(7-chloro-2,3-dihydro-2,2,4,5-tetramethyl-benzofuran-6-yl)-3-hydroxycyclohex-2-en-1-one in 70 ml of absolute toluene was added 9.5 ml of anhydrous propionic acid and refluxed for 4 hours. The reaction mixture was cooled to room temperature and concentrated under reduced pressure to afford an oily residue. To the solution of residue in 70 ml of absolute toluene was added 0.67 g of 4-dimethylaminopyridine, refluxed for 15 hours and cooled to room temperature and the...